From a dataset of the Open Reaction Database (ORD), a public repository of structured organic reaction records. describe an organic reaction: reactants, conditions, products, and yield Reactants: Cl.FC=1C=C(C=CC1)C1(CCC(C2CNCC12)=O)C1=CC(=CC=C1)F (7,7-bis-(3-fluorophenyl)-4-perhydroisoindolone hydrochloride), C([O-])([O-])=O.[K+].[K+] (potassium carbonate), COC1=C(C=CC=C1)CC(=O)N ((2-methoxyphenyl)acetamide), C(C)[O+](CC)CC (triethyloxonium). As a reaction SMILES: [CH3:1][O:2][C:3]1[CH:8]=[CH:7][CH:6]=[CH:5][C:4]=1[CH2:9][C:10]([NH2:12])=O.C([O+](CC)CC)C.Cl.[F:21][C:22]1[CH:23]=[C:24]([C:28]2([C:38]3[CH:43]=[CH:42][CH:41]=[C:40]([F:44])[CH:39]=3)[CH:36]3[CH:32]([CH2:33][NH:34][CH2:35]3)[C:31](=[O:37])[CH2:30][CH2:29]2)[CH:25]=[CH:26][CH:27]=1.C(=O)([O-])[O-].[K+].[K+]>ClCCl.C(N(CC)CC)C>[F:44][C:40]1[CH:39]=[C:38]([C:28]2([C:24]3[CH:25]=[CH:26][CH:27]=[C:22]([F:21])[CH:23]=3)[CH:36]3[CH:32]([CH2:33][N:34]([C:10](=[NH:12])[CH2:9][C:4]4[CH:5]=[CH:6][CH:7]=[CH:8][C:3]=4[O:2][CH3:1])[CH2:35]3)[C:31](=[O:37])[CH2:30][CH2:29]2)[CH:43]=[CH:42][CH:41]=1 |f:2.3,4.5.6|. Yield: 27.6%. Run in ClCCl (dichloromethane), C(C)N(CC)CC (triethylamine), ClCCl (dichloromethane). Reaction conditions: temperature 25 celsius, time 20 hour. Reported procedure: A suspension of (2-methoxyphenyl)acetamide (0.9 g) in dry dichloromethane (3 cc) is treated with triethyloxonium tetrafluoborate (1.14 g) and the solution obtained is stirred for 20 hours at 25° C. After cooling to 0° C., a solution of 7,7-bis-(3-fluorophenyl)-4-perhydroisoindolone hydrochloride (1.5 g) and triethylamine (1.4 cc) in dichloromethane (9 cc) is added to the reaction mixture. The reaction mixture is stirred for 30 minutes at 25° C., then refluxed for 5 hours and finally stirred for ... Yields the product FC=1C=C(C=CC1)C1(CCC(C2CN(CC12)C(CC1=C(C=CC=C1)OC)=N)=O)C1=CC(=CC=C1)F ((3aRS,7aRS)-7,7-bis-(3-fluorophenyl)-2-[1-imino-2-(2-methoxyphenyl)ethyl]-4-perhydroisoindolone). Starting materials: [C@@H]1([C@H](O)[C@H](O)[C@@H](CO)O1)N1C(=O)N=C(N)C=C1 (cytidine), [Si](Cl)(Cl)(Cl)Cl (silicon tetrachloride). Solvent: C(C)(=O)O (acetic acid). Run at time 20 minute. The product is [C@@H]1([C@@H](O)[C@H](O)[C@H](O1)CO)N1C(=O)N=C(N)C=C1 (1-β-D-arabinofuranosyl cytosine). The yield is 55.0%. RXN SMILES: [C@@H:1]1([N:10]2[CH:17]=[CH:16][C:14]([NH2:15])=[N:13][C:11]2=[O:12])[O:9][C@H:6]([CH2:7][OH:8])[C@@H:4]([OH:5])[C@H:2]1[OH:3].[Si](Cl)(Cl)(Cl)Cl>C(O)(=O)C>[C@@H:1]1([N:10]2[CH:17]=[CH:16][C:14]([NH2:15])=[N:13][C:11]2=[O:12])[O:9][C@H:6]([CH2:7][OH:8])[C@@H:4]([OH:5])[C@@H:2]1[OH:3]. Reported procedure: 5 G of cytidine are dissolved in 50 ml of acetic acid. 4.75 ml of silicon tetrachloride are added to the solution. The mixture is stirred at 60° to 70°C for 20 minutes. Then, the mixture is refluxed for 3 hours under heating. The reaction mixture is concentrated under reduced pressure. The residue is dissolved in ice-water, and the aqueous solution is adjusted to pH 12.5 with an aqueous 2 N-sodium hydroxide solution. After the aqueous solution is stirred at room temperature for 30 minutes, said ...